This data is from the Open Reaction Database (ORD), a public repository of structured organic reaction records. The task is: describe an organic reaction: reactants, conditions, products, and yield Reactants: c1ccc(CC2CCNCC2)cc1, CCCCCC, COc1ccc(NC(=O)CCl)cc1. Product: COc1ccc(NC(=O)CN2CCC(Cc3ccccc3)CC2)cc1. Reaction SMILES: [CH2:14]([c:15]1[cH:16][cH:17][cH:18][cH:19][cH:20]1)[CH:21]1[CH2:22][CH2:23][NH:24][CH2:25][CH2:26]1.[CH3:27][CH2:28][CH2:29][CH2:30][CH2:31][CH3:32].[Cl:1][CH2:2][C:3](=[O:4])[NH:5][c:6]1[cH:7][cH:8][c:9]([O:12][CH3:13])[cH:10][cH:11]1>>[CH2:2]([C:3](=[O:4])[NH:5][c:6]1[cH:7][cH:8][c:9]([O:12][CH3:13])[cH:10][cH:11]1)[N:24]1[CH2:23][CH2:22][CH:21]([CH2:14][c:15]2[cH:16][cH:17][cH:18][cH:19][cH:20]2)[CH2:26][CH2:25]1. Starting materials: ClC=1C=C(C=CC1)C1=CN=C2N1N=C(C=C2)NC2CCC(CC2)=O (4-((3-(3-chlorophenyl)imidazo[1,2-b]pyridazin-6-yl)amino)cyclohexanone), CCOP(=O)(CC#N)OCC (diethyl cyanomethyl phosphonate), CN1CCCN(C1=O)C (DMPU), [H-].[Na+] (NaH). Run in C1CCOC1 (THF), CC(OCC)=O (EA), C1CCOC1 (THF), O (water). Conditions: time 10 minute. The product is ClC=1C=C(C=CC1)C1=CN=C2N1N=C(C=C2)NC2CCC(CC2)=CC#N (2-(4-((3-(3-chlorophenyl)imidazo[1,2-b]pyridazin-6-yl)amino)cyclohexylidene)acetonitrile). The yield is 72.3%. As a reaction SMILES: CCOP(OCC)([CH2:6][C:7]#[N:8])=O.CN1C(=O)N(C)CCC1.[H-].[Na+].[Cl:23][C:24]1[CH:25]=[C:26]([C:30]2[N:34]3[N:35]=[C:36]([NH:39][CH:40]4[CH2:45][CH2:44][C:43](=O)[CH2:42][CH2:41]4)[CH:37]=[CH:38][C:33]3=[N:32][CH:31]=2)[CH:27]=[CH:28][CH:29]=1>C1COCC1.O.CC(=O)OCC>[Cl:23][C:24]1[CH:25]=[C:26]([C:30]2[N:34]3[N:35]=[C:36]([NH:39][CH:40]4[CH2:45][CH2:44][C:43](=[CH:6][C:7]#[N:8])[CH2:42][CH2:41]4)[CH:37]=[CH:38][C:33]3=[N:32][CH:31]=2)[CH:27]=[CH:28][CH:29]=1 |f:2.3|. Procedure: To a 0° C. solution of diethyl cyanomethyl phosphonate (0.07 mL, 0.4 mmol) in THF (1.5 mL) was added DMPU (0.27 mL, 1 mmol), followed by NaH (15 mL, 0.37 mmol). After stirring for 10 min, a solution of 4-((3-(3-chlorophenyl)imidazo[1,2-b]pyridazin-6-yl)amino)cyclohexanone (130 mg, 0.38 mmol) in THF (1.5 mL) was added. The resulting mixture was stirred at room temperature for 2 h. TLC (EA) showed most of s.m. was converted into product. The mixture was poured into water (100 mL) and extracted wit... Reactants: C(\C=C\C(=O)O)(=O)OC (methyl hydrogen fumarate), C(C)(C)(C)OC(=O)N1CCN(CC1)C(CCl)=O (1-(tert-butyloxycarbonyl)-4-chloroacetyl piperazine), C(O)([O-])=O.[Cs+] (cesium hydrogen carbonate), solution, Cl (hydrogen chloride), Cl (hydrochloric acid). The solvent is O1CCOCC1 (1,4-dioxane), CN1CCCC1=O (NMP). Product: Cl.C(\C=C\C(=O)OCC(N1CCNCC1)=O)(=O)OC (Methyl 2-oxo-2-piperazinylethyl (2E)but-2-ene-1,4-dioate Hydrochloride). The yield is 41.4%. RXN SMILES: [C:1]([O:8][CH3:9])(=[O:7])/[CH:2]=[CH:3]/[C:4]([OH:6])=[O:5].C(OC([N:17]1[CH2:22][CH2:21][N:20]([C:23](=[O:26])[CH2:24][Cl:25])[CH2:19][CH2:18]1)=O)(C)(C)C.C(=O)([O-])O.[Cs+].Cl>CN1C(=O)CCC1.O1CCOCC1>[ClH:25].[C:1]([O:8][CH3:9])(=[O:7])/[CH:2]=[CH:3]/[C:4]([O:6][CH2:24][C:23](=[O:26])[N:20]1[CH2:19][CH2:18][NH:17][CH2:22][CH2:21]1)=[O:5] |f:2.3,7.8|. Procedure: Following general procedure A, methyl hydrogen fumarate (MHF) (1.00 g, 7.68 mmol) dissolved in NMP was reacted at ca. 55° C. with 1-(tert-butyloxycarbonyl)-4-chloroacetyl piperazine (2.42 g, 9.22 mmol) in the presence of CsHCO3 (1.78 g, 9.22 mmol). After work-up and removal of the solvent, the crude material was obtained as a white solid. The solid was reacted at room temperature with 15 mL of a 4 molar (4 M) solution of hydrogen chloride (HCl) in 1,4-dioxane. After removal of the solvents, the ...